This data is from the Open Reaction Database (ORD), a public repository of structured organic reaction records. The task is: describe an organic reaction: reactants, conditions, products, and yield Procedure details: Starting from N-(trans-4-aminocyclohexyl)-7-[2-(cyclopropylmethoxy)-5-fluoro-4-methoxyphenyl]-2-methyl-1H-pyrrolo[3,2-b]pyridine-3-carboxamide hydrochloride (example D.f27) and commercially available 2-chloro-2-oxoethyl acetate the title compound is obtained as colorless solid. RXN SMILES: Cl.[NH2:2][C@H:3]1[CH2:8][CH2:7][C@H:6]([NH:9][C:10]([C:12]2[C:16]3=[N:17][CH:18]=[CH:19][C:20]([C:21]4[CH:26]=[C:25]([F:27])[C:24]([O:28][CH3:29])=[CH:23][C:22]=4[O:30][CH2:31][CH:32]4[CH2:34][CH2:33]4)=[C:15]3[NH:14][C:13]=2[CH3:35])=[O:11])[CH2:5][CH2:4]1.C([O:39][CH2:40][C:41](Cl)=[O:42])(=O)C>>[CH:32]1([CH2:31][O:30][C:22]2[CH:23]=[C:24]([O:28][CH3:29])[C:25]([F:27])=[CH:26][C:21]=2[C:20]2[CH:19]=[CH:18][N:17]=[C:16]3[C:12]([C:10]([NH:9][C@H:6]4[CH2:7][CH2:8][C@H:3]([NH:2][C:40](=[O:39])[CH2:41][OH:42])[CH2:4][CH2:5]4)=[O:11])=[C:13]([CH3:35])[NH:14][C:15]=23)[CH2:33][CH2:34]1 |f:0.1|. Yields the product C1(CC1)COC1=C(C=C(C(=C1)OC)F)C1=C2C(=NC=C1)C(=C(N2)C)C(=O)N[C@@H]2CC[C@H](CC2)NC(CO)=O (7-[2-(Cyclopropylmethoxy)-5-fluoro-4-methoxyphenyl]-N-[trans-4-(glycoloylamino)cyclohexyl]-2-methyl-1H-pyrrolo[3,2-b]pyridine-3-carboxamide). Starting materials: Cl.N[C@@H]1CC[C@H](CC1)NC(=O)C1=C(NC=2C1=NC=CC2C2=C(C=C(C(=C2)F)OC)OCC2CC2)C (N-(trans-4-aminocyclohexyl)-7-[2-(cyclopropylmethoxy)-5-fluoro-4-methoxyphenyl]-2-methyl-1H-pyrrolo[3,2-b]pyridine-3-carboxamide hydrochloride), C(C)(=O)OCC(=O)Cl (2-chloro-2-oxoethyl acetate). The reactants are C(C1=CC=CC=C1)OC(=O)N1CCC(=CC1)C1=C(N2C([C@@H]([C@H]2C1)[C@@H](C)O)=O)C(=O)OCC1=CC=C(C=C1)[N+](=O)[O-] (4-nitrobenzyl (5R,6S)-3-(1-benzyloxycarbonyl-1,2,3,6-tetrahydropyridin-4-yl)-6-[(1R)-1-hydroxyethyl]-7-oxo-1-azabicyclo[3.2.0]hept-2-ene-2-carboxylate), [H][H] (hydrogen). The reagents and catalysts are [Pd] (palladium on carbon). Solvent: P(=O)([O-])([O-])[O-] (phosphate). The product is O[C@H](C)[C@@H]1[C@H]2CC(=C(N2C1=O)C(=O)O)C1CCNCC1 ((5R,6S)-6-[(1R)-1-hydroxyethyl]-7-oxo-3-(piperidin-4-yl)-1-azabicyclo[3.2.0]hept-2-ene-2-carboxylic acid). The yield is 58.6%. RXN SMILES: C(OC([N:11]1[CH2:16][CH:15]=[C:14]([C:17]2[CH2:23][C@H:22]3[N:19]([C:20](=[O:27])[C@@H:21]3[C@H:24]([OH:26])[CH3:25])[C:18]=2[C:28]([O:30]CC2C=CC([N+]([O-])=O)=CC=2)=[O:29])[CH2:13][CH2:12]1)=O)C1C=CC=CC=1.[H][H]>P([O-])([O-])([O-])=O.[Pd]>[OH:26][C@@H:24]([C@H:21]1[C:20](=[O:27])[N:19]2[C@@H:22]1[CH2:23][C:17]([CH:14]1[CH2:15][CH2:16][NH:11][CH2:12][CH2:13]1)=[C:18]2[C:28]([OH:30])=[O:29])[CH3:25]. Procedure details: To a solution of 4-nitrobenzyl (5R,6S)-3-(1-benzyloxycarbonyl-1,2,3,6-tetrahydropyridin-4-yl)-6-[(1R)-1-hydroxyethyl]-7-oxo-1-azabicyclo[3.2.0]hept-2-ene-2-carboxylate (500 mg) in 0.1M phosphate buffer (pH 6.93, 20 ml) was added 20% (W/W) palladium on carbon (50% wet) and the solution was stirred under atmospheric pressure of hydrogen at ambient temperature for 5 hours. The catalyst was filtered off and the filtrate was concentrated in vacuo to give a residual solution, which was chromatographed... Reactants: C(CC(C)C)=O (isovaleraldehyde), C1(=CC=CC=C1)[Mg]Br (phenylmagnesium bromide), [Cl-].[NH4+] (ammonium chloride). The solvent is C(C)OCC (diethyl ether), C(C)OCC (diethyl ether). Reaction conditions: temperature 0 celsius. Yields the product CC(CC(O)C1=CC=CC=C1)C (3-Methyl-1-phenylbutan-1-ol). RXN SMILES: [CH:1](=[O:6])[CH2:2][CH:3]([CH3:5])[CH3:4].[C:7]1([Mg]Br)[CH:12]=[CH:11][CH:10]=[CH:9][CH:8]=1.[Cl-].[NH4+]>C(OCC)C>[CH3:4][CH:3]([CH3:5])[CH2:2][CH:1]([C:7]1[CH:12]=[CH:11][CH:10]=[CH:9][CH:8]=1)[OH:6] |f:2.3|. Procedure: To a time-dried flask under an argon atmosphere is added 0.50 mL of commercially available isovaleraldehyde and charged with 15 mL of diethyl ether. The solution is cooled to 0° C. and is treated with 2.0 mL (3.0 M in diethyl ether) of phenylmagnesium bromide. The reaction mixture is left to warm to room temperature overnight and then partioned between diethyl ether and saturated ammonium chloride. The aqueous phases are extracted with diethyl ether and the combined organic layers are dried (mag... Reactants: N#CC1(c2ccccc2)CCNCC1, CN(C)C=O, CCO, Fc1ccc2c(-c3ccc(OCC4CO4)cc3)noc2c1. Product: N#CC1(c2ccccc2)CCN(CC(O)COc2ccc(-c3noc4cc(F)ccc34)cc2)CC1. As a reaction SMILES: [C:22](#[N:23])[C:24]1([c:30]2[cH:31][cH:32][cH:33][cH:34][cH:35]2)[CH2:25][CH2:26][NH:27][CH2:28][CH2:29]1.[CH3:36][N:37]([CH3:38])[CH:39]=[O:40].[CH3:41][CH2:42][OH:43].[F:1][c:2]1[cH:3][c:4]2[c:5]([c:6](-[c:9]3[cH:10][cH:11][c:12]([O:15][CH2:16][CH:17]4[O:18][CH2:19]4)[cH:13][cH:14]3)[n:7][o:8]2)[cH:20][cH:21]1>>[F:1][c:2]1[cH:3][c:4]2[c:5]([c:6](-[c:9]3[cH:10][cH:11][c:12]([O:15][CH2:16][CH:17]([OH:18])[CH2:19][N:27]4[CH2:26][CH2:25][C:24]([C:22]#[N:23])([c:30]5[cH:31][cH:32][cH:33][cH:34][cH:35]5)[CH2:29][CH2:28]4)[cH:13][cH:14]3)[n:7][o:8]2)[cH:20][cH:21]1.